Dataset: the Open Reaction Database (ORD), a public repository of structured organic reaction records. Task: describe an organic reaction: reactants, conditions, products, and yield Reactants: N[C@@H](CCN1CCC(CC1)C=1C=C(C=CC1)NC(C(C)C)=O)C1=CC=CC=C1 (N-(3-{1-[(3S)-3-amino-3-phenylpropyl]-4-piperidinyl}phenyl)-2-methylpropanamide), ClC1=C(C(=CC=C1)F)C1=NOC(=C1C(=O)Cl)C (3-(2-chloro-6-fluorophenyl)-5-methyl-4-isoxazolecarbonyl chloride). Yields the product ClC1=C(C(=CC=C1)F)C1=NOC(=C1C(=O)N[C@@H](CCN1CCC(CC1)C1=CC(=CC=C1)NC(C(C)C)=O)C1=CC=CC=C1)C (3-(2-CHLORO-6-FLUOROPHENYL)-N-((1S)-3-{4-[3-(ISOBUTYRYLAMINO)PHENYL]-1-PIPERIDINYL}-1-PHENYLPROPYL)-5-METHYL-4-ISOXAZOLECARBOXAMIDE). As a reaction SMILES: [NH2:1][C@H:2]([C:23]1[CH:28]=[CH:27][CH:26]=[CH:25][CH:24]=1)[CH2:3][CH2:4][N:5]1[CH2:10][CH2:9][CH:8]([C:11]2[CH:12]=[C:13]([NH:17][C:18](=[O:22])[CH:19]([CH3:21])[CH3:20])[CH:14]=[CH:15][CH:16]=2)[CH2:7][CH2:6]1.[Cl:29][C:30]1[CH:35]=[CH:34][CH:33]=[C:32]([F:36])[C:31]=1[C:37]1[C:41]([C:42](Cl)=[O:43])=[C:40]([CH3:45])[O:39][N:38]=1>>[Cl:29][C:30]1[CH:35]=[CH:34][CH:33]=[C:32]([F:36])[C:31]=1[C:37]1[C:41]([C:42]([NH:1][C@H:2]([C:23]2[CH:24]=[CH:25][CH:26]=[CH:27][CH:28]=2)[CH2:3][CH2:4][N:5]2[CH2:10][CH2:9][CH:8]([C:11]3[CH:16]=[CH:15][CH:14]=[C:13]([NH:17][C:18](=[O:22])[CH:19]([CH3:21])[CH3:20])[CH:12]=3)[CH2:7][CH2:6]2)=[O:43])=[C:40]([CH3:45])[O:39][N:38]=1. Procedure: Prepared by Procedure Q1 and Scheme AC using N-(3-{1-[(3S)-3-amino-3-phenylpropyl]-4-piperidinyl}phenyl)-2-methylpropanamide and 3-(2-chloro-6-fluorophenyl)-5-methyl-4-isoxazolecarbonyl chloride: ESMS m/e: 617.2 (M+H)+.